describe an organic reaction: reactants, conditions, products, and yield From a dataset of the Open Reaction Database (ORD), a public repository of structured organic reaction records. The reactants are CC(C)(C)OC(=O)Nc1ccc(-c2cnc3[nH]cc(-c4cccc5cc[nH]c45)c3c2)cc1C(=O)O, ClCCl, O=C(O)C(F)(F)F. Yields the product Nc1ccc(-c2cnc3[nH]cc(-c4cccc5cc[nH]c45)c3c2)cc1C(=O)O. As a reaction SMILES: [C:1]([O:2][C:3](=[O:4])[NH:8][c:9]1[c:10]([C:11](=[O:12])[OH:13])[cH:14][c:15](-[c:18]2[cH:19][c:20]3[c:21]([n:22][cH:23]2)[nH:24][cH:25][c:26]3-[c:27]2[cH:28][cH:29][cH:30][c:31]3[cH:32][cH:33][nH:34][c:35]23)[cH:16][cH:17]1)([CH3:5])([CH3:6])[CH3:7].[Cl:43][CH2:44][Cl:45].[OH:36][C:37]([C:38]([F:39])([F:40])[F:41])=[O:42]>>[NH2:8][c:9]1[c:10]([C:11](=[O:12])[OH:13])[cH:14][c:15](-[c:18]2[cH:19][c:20]3[c:21]([n:22][cH:23]2)[nH:24][cH:25][c:26]3-[c:27]2[cH:28][cH:29][cH:30][c:31]3[cH:32][cH:33][nH:34][c:35]23)[cH:16][cH:17]1. Yield: 37.3%. Product: CC(CCCNCC1=CC(=C(OC=2N=CC(=NC2)C(=O)N)C=C1)OC)(C)C (5-{4-[(4,4-Dimethylpentylamino)methyl]-2-methoxyphenoxy}pyrazine-2-carboxamide). RXN SMILES: [CH:1]([C:3]1[CH:18]=[CH:17][C:6]([O:7][C:8]2[N:9]=[CH:10][C:11]([C:14]([NH2:16])=[O:15])=[N:12][CH:13]=2)=[C:5]([O:19][CH3:20])[CH:4]=1)=O.[CH3:21][C:22]([CH3:28])([CH3:27])[CH2:23][CH2:24][CH2:25][NH2:26].[BH4-].[Na+]>CO>[CH3:21][C:22]([CH3:28])([CH3:27])[CH2:23][CH2:24][CH2:25][NH:26][CH2:1][C:3]1[CH:18]=[CH:17][C:6]([O:7][C:8]2[N:9]=[CH:10][C:11]([C:14]([NH2:16])=[O:15])=[N:12][CH:13]=2)=[C:5]([O:19][CH3:20])[CH:4]=1 |f:2.3|. Starting materials: C(=O)C1=CC(=C(OC=2N=CC(=NC2)C(=O)N)C=C1)OC (5-(4-formyl-2-methoxyphenoxy)pyrazine-2-carboxamide), [BH4-].[Na+] (NaBH4), CC(CCCN)(C)C (4,4-dimethylpentylamine), ( Å ). Procedure details: Place 5-(4-formyl-2-methoxyphenoxy)pyrazine-2-carboxamide (Example 719, Part A) (0.700 g, 2.56 mmol), 4,4-dimethylpentylamine (0.310 g, 2.69 mmol) and 3 {acute over (Å)} molecular sieves in a vial. Add methanol (12.8 mL), cap and stir overnight. Add NaBH4 (0.0969 g, 2.56 mmol) and stir until the gasses stop evolving. Load the reaction mixture directly onto a 25 g ISCO® pre-load column. Dry the column in a vacuum oven at room temperature. Purify by eluting through a 40 g ISCO® column with 5% to 2... Conditions: time 8 hour. Run in CO (methanol). Starting materials: C(N)(=O)C=1N=C2N(C(=C(C(=N2)C)CNC(OC(C)(C)C)=O)C2=C(C=C(C=C2)Cl)Cl)C1 (tert-butyl (2-carbamoyl-5-(2,4-dichlorophenyl)-7-methylimidazo[1,2-a]pyrimidin-6-yl)methylcarbamate), COC=1C=CC(=CC1)P2(=S)SP(=S)(S2)C=3C=CC(=CC3)OC (Lawesson's reagent), O (H2O). The solvent is C1CCOC1 (THF). Run at temperature 65 celsius. Product: C(N)(=S)C=1N=C2N(C(=C(C(=N2)C)CNC(OC(C)(C)C)=O)C2=C(C=C(C=C2)Cl)Cl)C1 (tert-butyl (2-carbamothioyl-5-(2,4-dichlorophenyl)-7-methylimidazo[1,2-a]pyrimidin-6-yl)methylcarbamate). Isolated yield 220.3%. As a reaction SMILES: [C:1]([C:4]1[N:5]=[C:6]2[N:11]=[C:10]([CH3:12])[C:9]([CH2:13][NH:14][C:15](=[O:21])[O:16][C:17]([CH3:20])([CH3:19])[CH3:18])=[C:8]([C:22]3[CH:27]=[CH:26][C:25]([Cl:28])=[CH:24][C:23]=3[Cl:29])[N:7]2[CH:30]=1)(=O)[NH2:2].COC1C=CC(P2(SP(C3C=CC(OC)=CC=3)(=S)S2)=[S:40])=CC=1.O>C1COCC1>[C:1]([C:4]1[N:5]=[C:6]2[N:11]=[C:10]([CH3:12])[C:9]([CH2:13][NH:14][C:15](=[O:21])[O:16][C:17]([CH3:20])([CH3:19])[CH3:18])=[C:8]([C:22]3[CH:27]=[CH:26][C:25]([Cl:28])=[CH:24][C:23]=3[Cl:29])[N:7]2[CH:30]=1)(=[S:40])[NH2:2]. Procedure details: To a stirred solution of tert-butyl (2-carbamoyl-5-(2,4-dichlorophenyl)-7-methylimidazo[1,2-a]pyrimidin-6-yl)methylcarbamate (intermediate for Example 62, 150 mg, 0.33 mmol) in THF (10 mL) was added Lawesson's reagent (202 mg, 0.50 mmol). After heating to 65° C. for 20 h, the reaction mixture was poured into H2O (5 mL). The resulting mixture was extracted with EtOAc and the organic layer was washed with satd aq NH4Cl and brine prior to drying over MgSO4. Filtration, concentration under reduced p... Reactants: C([O-])([O-])=O.[K+].[K+] (Potassium carbonate), C[Si](C)(C)C#CC=1C=C(C(=O)OCC)C=CC1 (ethyl 3-[(trimethylsilyl)ethynyl]benzoate). Run in C(C)O (ethanol). Reaction conditions: time 2 hour. The product is C(#C)C=1C=C(C(=O)OCC)C=CC1 (ethyl 3-ethynylbenzoate). Isolated yield 96.0%. RXN SMILES: C(=O)([O-])[O-].[K+].[K+].C[Si]([C:11]#[C:12][C:13]1[CH:14]=[C:15]([CH:21]=[CH:22][CH:23]=1)[C:16]([O:18][CH2:19][CH3:20])=[O:17])(C)C>C(O)C>[C:12]([C:13]1[CH:14]=[C:15]([CH:21]=[CH:22][CH:23]=1)[C:16]([O:18][CH2:19][CH3:20])=[O:17])#[CH:11] |f:0.1.2|. Procedure: Potassium carbonate (583 mg, 4.22 mmol) was added to an ethanol solution (10 ml) of ethyl 3-[(trimethylsilyl)ethynyl]benzoate (1.04 g, 4.22 mmol), and stirred at room temperature for 2 h. The mixture was concentrated, and the residue was dissolved in ethyl acetate. The organic layer was washed with water and then brine, dried over sodium sulfate and concentrated. The residue was purified by silica gel flash column chromatography (eluent: hexane/ethyl acetate=30/1) to give ethyl 3-ethynylbenzoate... Reactants: OC1=C(C(=CC(=C1CC=C)O)O)C(C)=O (2',4',6'-trihydroxy3'-(2-propenyl)acetophenone), C(C)(C)N(C(C)C)CC (N,N-diisopropylethylamine), COC (methyl ether), O1CCCC1 (tetrahydrofuran). Conditions: time 1 hour. The product is OC1=C(C(=CC(=C1CC=C)OCOC)OCOC)C(C)=O (2'-hydroxy-4',6'-bismethoxymethoxy-3'-(2-propenyl)acetophenone). The yield is 94.7%. Reaction SMILES: [OH:1][C:2]1[C:7]([CH2:8][CH:9]=[CH2:10])=[C:6]([OH:11])[CH:5]=[C:4]([OH:12])[C:3]=1[C:13](=[O:15])[CH3:14].C(N(CC)C(C)C)(C)C.[CH3:25][O:26][CH3:27].[O:28]1[CH2:32]CC[CH2:29]1>>[OH:1][C:2]1[C:7]([CH2:8][CH:9]=[CH2:10])=[C:6]([O:11][CH2:25][O:26][CH3:27])[CH:5]=[C:4]([O:12][CH2:29][O:28][CH3:32])[C:3]=1[C:13](=[O:15])[CH3:14]. Reported procedure: In 160 ml of anhydrous tetrahydrofuran were dissolved 18.4 g of the so-obtained 2',4',6'-trihydroxy3'-(2-propenyl)acetophenone and 57.1 g of N,N-diisopropylethylamine, and 28.4 g of chrolomethyl methyl ether was added to the solution under ice cooling and the reaction mixture was stirred under ice cooling for 1 hour, and further, stirred at room temperature for 4 hours to effect a reaction. The reaction mixture was extracted with diethyl ether and filtered, and the solvent was removed from the f... The reactants are COC1=CC=C(CN(C2=NC=C3C=C(C(N(C3=C2)CC)=O)C=2C(=CC(=C(C2)NC(=O)NC2=CC=CC=C2)F)F)C)C=C1 (1-(5-(7-((4-methoxybenzyl)(methyl)amino)-1-ethyl-2-oxo-1,2-dihydro-1,6-naphthyridin-3-yl)-2,4-difluorophenyl)-3-phenylurea), C(=O)(O)[O-].[Na+] (NaHCO3). The solvent is C(=O)(C(F)(F)F)O (TFA). The product is C(C)N1C(C(=CC2=CN=C(C=C12)NC)C=1C(=CC(=C(C1)NC(=O)NC1=CC=CC=C1)F)F)=O (1-(5-(1-ethyl-7-(methylamino)-2-oxo-1,2-dihydro-1,6-naphthyridin-3-yl)-2,4-difluorophenyl)-3-phenylurea). The yield is 50.4%. Reaction SMILES: COC1C=CC([CH2:7][N:8](C)[C:9]2[CH:18]=[C:17]3[C:12]([CH:13]=[C:14]([C:22]4[C:23]([F:39])=[CH:24][C:25]([F:38])=[C:26]([NH:28][C:29]([NH:31][C:32]5[CH:37]=[CH:36][CH:35]=[CH:34][CH:33]=5)=[O:30])[CH:27]=4)[C:15](=[O:21])[N:16]3[CH2:19][CH3:20])=[CH:11][N:10]=2)=CC=1.C([O-])(O)=O.[Na+]>C(O)(C(F)(F)F)=O>[CH2:19]([N:16]1[C:17]2[C:12](=[CH:11][N:10]=[C:9]([NH:8][CH3:7])[CH:18]=2)[CH:13]=[C:14]([C:22]2[C:23]([F:39])=[CH:24][C:25]([F:38])=[C:26]([NH:28][C:29]([NH:31][C:32]3[CH:37]=[CH:36][CH:35]=[CH:34][CH:33]=3)=[O:30])[CH:27]=2)[C:15]1=[O:21])[CH3:20] |f:1.2|. Procedure: A solution of 1-(5-(7-((4-methoxybenzyl)(methyl)amino)-1-ethyl-2-oxo-1,2-dihydro-1,6-naphthyridin-3-yl)-2,4-difluorophenyl)-3-phenylurea (219 mg, 0.384 mmol) in TFA (2.0 mL) was stirred at RT for 1 h. The mixture was concentrated in vacuo, dissolved in EtOAc, washed with satd. NaHCO3 and brine, dried (Na2SO4), warmed to reflux in MeOH (5 mL) with the drying agent, filtered free of drying agent (while hot), concentrated in vacuo and treated with 4M HCl/dioxane (0.2 mL). The mixture was evaporated...